From a dataset of the Open Reaction Database (ORD), a public repository of structured organic reaction records. describe an organic reaction: reactants, conditions, products, and yield Starting materials: C(C1=CC=CC=C1)OC(NC(C(CC(CCC(C)C)S(=O)(=O)C1=CC=CC=C1)O)CC1=CC=CC=C1)=O ((4-benzenesulfonyl-1-benzyl-2-hydroxy-7-methyl-octyl)-carbamic acid benzyl ester), [H][H] (hydrogen). Reagents/catalysts: [OH-].[OH-].[Pd+2] (palladium hydroxide on carbon). Solvent: C(C)O (ethanol). The product is NC(CC1=CC=CC=C1)C(CC(CCC(C)C)S(=O)(=O)C1=CC=CC=C1)O (2-Amino-5-benzenesulfonyl-8-methyl-1-phenyl-nonan-3-ol). As a reaction SMILES: C(OC(=O)[NH:10][CH:11]([CH2:30][C:31]1[CH:36]=[CH:35][CH:34]=[CH:33][CH:32]=1)[CH:12]([OH:29])[CH2:13][CH:14]([S:20]([C:23]1[CH:28]=[CH:27][CH:26]=[CH:25][CH:24]=1)(=[O:22])=[O:21])[CH2:15][CH2:16][CH:17]([CH3:19])[CH3:18])C1C=CC=CC=1.[H][H]>C(O)C.[OH-].[OH-].[Pd+2]>[NH2:10][CH:11]([CH:12]([OH:29])[CH2:13][CH:14]([S:20]([C:23]1[CH:24]=[CH:25][CH:26]=[CH:27][CH:28]=1)(=[O:22])=[O:21])[CH2:15][CH2:16][CH:17]([CH3:19])[CH3:18])[CH2:30][C:31]1[CH:32]=[CH:33][CH:34]=[CH:35][CH:36]=1 |f:3.4.5|. Procedure: To a solution of (4-benzenesulfonyl-1-benzyl-2-hydroxy-7-methyl-octyl)-carbamic acid benzyl ester in ethanol is added 10 mole % palladium hydroxide on carbon. The mixture is then shaken on a Parr shaker under 50 psi of hydrogen for approximately 18 h. The catalyst is filtered off and the solution concentrated to give the title compound. Reactants: OCC1=CC=C(C=C1)B(O)O (4-(hydroxymethyl)benzeneboronic acid), ClC=1C(=NC=CN1)N1CCN(CC1)CC=1C(=NN(C1C)C)C (3′-chloro-4-(1,3,5-trimethyl-1H-pyrazol-4-ylmethyl)-3,4,5,6-tetrahydro-2H-[1,2′]bipyrazinyl), C([O-])([O-])=O.[K+].[K+] (potassium carbonate). Reagents/catalysts: C=1C=CC(=CC1)[P](C=2C=CC=CC2)(C=3C=CC=CC3)[Pd]([P](C=4C=CC=CC4)(C=5C=CC=CC5)C=6C=CC=CC6)([P](C=7C=CC=CC7)(C=8C=CC=CC8)C=9C=CC=CC9)[P](C=1C=CC=CC1)(C=1C=CC=CC1)C=1C=CC=CC1 (tetrakis(triphenylphosphine)palladium(0)). Solvent: CN(C(C)=O)C (N,N-dimethylacetamide), O (water). Run at temperature 120 celsius. Product: Cl.CN1N=C(C(=C1C)CN1CCN(CC1)C1=NC=CN=C1C1=CC=C(C=C1)CO)C ({4-[4-(1,3,5-Trimethyl-1H-pyrazol-4-ylmethyl)-3,4,5,6-tetrahydro-2H-[1,2′]bipyrazinyl-3′-yl]-phenyl}-methanol hydrochloride). As a reaction SMILES: [OH:1][CH2:2][C:3]1[CH:8]=[CH:7][C:6](B(O)O)=[CH:5][CH:4]=1.[Cl:12][C:13]1[C:14]([N:19]2[CH2:24][CH2:23][N:22]([CH2:25][C:26]3[C:27]([CH3:33])=[N:28][N:29]([CH3:32])[C:30]=3[CH3:31])[CH2:21][CH2:20]2)=[N:15][CH:16]=[CH:17][N:18]=1.C(=O)([O-])[O-].[K+].[K+]>CN(C)C(=O)C.O.C1C=CC([P]([Pd]([P](C2C=CC=CC=2)(C2C=CC=CC=2)C2C=CC=CC=2)([P](C2C=CC=CC=2)(C2C=CC=CC=2)C2C=CC=CC=2)[P](C2C=CC=CC=2)(C2C=CC=CC=2)C2C=CC=CC=2)(C2C=CC=CC=2)C2C=CC=CC=2)=CC=1>[ClH:12].[CH3:32][N:29]1[C:30]([CH3:31])=[C:26]([CH2:25][N:22]2[CH2:21][CH2:20][N:19]([C:14]3[C:13]([C:6]4[CH:7]=[CH:8][C:3]([CH2:2][OH:1])=[CH:4][CH:5]=4)=[N:18][CH:17]=[CH:16][N:15]=3)[CH2:24][CH2:23]2)[C:27]([CH3:33])=[N:28]1 |f:2.3.4,8.9,^1:50,52,71,90|. Procedure details: Stir together 4-(hydroxymethyl)benzeneboronic acid (182 mg, 1.2 mmol), 3′-chloro-4-(1,3,5-trimethyl-1H-pyrazol-4-ylmethyl)-3,4,5,6-tetrahydro-2H-[1,2′]bipyrazinyl (321 mg, 1.0 mmol), potassium carbonate (332 mg, 2.4 mmol) and tetrakis(triphenylphosphine)palladium(0) (58 mg, 5 μmol) in dry N,N-dimethylacetamide (4 mL) and water (2 mL) at room temperature. Heat to 120° C. for 6 hr. under nitrogen. Cool to room temperature, purify using SCX chromatography and further purify using silica gel chromat... Reactants: ClCCCCCCOC(C(C(=O)OCCCCCCCl)(CC1=CC=C(C=C1)[N+](=O)[O-])CC1=CC=C(C=C1)[N+](=O)[O-])=O (bis[6-chlorohexyl]2,2 bis(4-nitrobenzyl)malonate), OC1=CC=C(C=C1)/C=C/C(=O)OC1=CC=C(C=C1)OCCCCC (4-pentoxyphenyl (2E)-3-{4-hydroxyphenyl}acrylate), C([O-])([O-])=O.[K+].[K+] (potassium carbonate). The reagents and catalysts are [I-].C(CCC)[N+](CCCC)(CCCC)CCCC (tetrabutylammonium iodide). The solvent is CC(CC)=O (2-butanone). Yields the product C(CCCC)OC1=CC=C(OC(/C=C/C2=CC=C(OCCCCCCOC(C(C(=O)OCCCCCCOC3=CC=C(C=C3)\C=C\C(=O)OC3=CC=C(C=C3)OCCCCC)(CC3=CC=C(C=C3)[N+](=O)[O-])CC3=CC=C(C=C3)[N+](=O)[O-])=O)C=C2)=O)C=C1 (bis[6-{4-[(1E)-3-(4-pentyloxyphenoxy)-3-oxoprop-1-enyl]phenoxy}hexyl]2,2 bis(4-nitrobenzyl)malonate). Yield: 65.7%. RXN SMILES: Cl[CH2:2][CH2:3][CH2:4][CH2:5][CH2:6][CH2:7][O:8][C:9](=[O:41])[C:10]([CH2:31][C:32]1[CH:37]=[CH:36][C:35]([N+:38]([O-:40])=[O:39])=[CH:34][CH:33]=1)([CH2:21][C:22]1[CH:27]=[CH:26][C:25]([N+:28]([O-:30])=[O:29])=[CH:24][CH:23]=1)[C:11]([O:13][CH2:14][CH2:15][CH2:16][CH2:17][CH2:18][CH2:19]Cl)=[O:12].[OH:42][C:43]1[CH:48]=[CH:47][C:46](/[CH:49]=[CH:50]/[C:51]([O:53][C:54]2[CH:59]=[CH:58][C:57]([O:60][CH2:61][CH2:62][CH2:63][CH2:64][CH3:65])=[CH:56][CH:55]=2)=[O:52])=[CH:45][CH:44]=1.[C:66](=[O:69])([O-])[O-:67].[K+].[K+]>[I-].C([N+](CCCC)(CCCC)CCCC)CCC.CC(=O)CC>[CH2:61]([O:60][C:57]1[CH:56]=[CH:55][C:54]([O:53][C:51](=[O:52])/[CH:50]=[CH:49]/[C:46]2[CH:45]=[CH:44][C:43]([O:42][CH2:2][CH2:3][CH2:4][CH2:5][CH2:6][CH2:7][O:8][C:9](=[O:41])[C:10]([CH2:31][C:32]3[CH:37]=[CH:36][C:35]([N+:38]([O-:40])=[O:39])=[CH:34][CH:33]=3)([CH2:21][C:22]3[CH:27]=[CH:26][C:25]([N+:28]([O-:30])=[O:29])=[CH:24][CH:23]=3)[C:11]([O:13][CH2:14][CH2:15][CH2:16][CH2:17][CH2:18][CH2:19][O:42][C:43]3[CH:44]=[CH:45][C:46](/[CH:49]=[CH:50]/[C:66]([O:67][C:54]4[CH:55]=[CH:56][C:57]([O:60][CH2:61][CH2:62][CH2:63][CH2:64][CH3:65])=[CH:58][CH:59]=4)=[O:69])=[CH:47][CH:48]=3)=[O:12])=[CH:48][CH:47]=2)=[CH:59][CH:58]=1)[CH2:62][CH2:63][CH2:64][CH3:65] |f:2.3.4,5.6|. Reported procedure: 2.80 g (4.6 mmol) bis[6-chlorohexyl]2,2 bis(4-nitrobenzyl)malonate, 3.0 g (9.2 mmol) 4-pentoxyphenyl (2E)-3-{4-hydroxyphenyl}acrylate and 0.17 g (0.46 mmol) tetrabutylammonium iodide were dissolved in 30 ml 2-butanone. 2.53 g (18.3 mmol) potassium carbonate were added. The resulting suspension was heated at refluxing temperature and allowed to react for 48 h. After cooling to room temperature, the reaction mixture was partitioned between ethyl acetate and water. The organic phase was washed repe... Reactants: FC1=CC=C(C=C1)C1=NN2C(C=CC=C2)=C1C1=CC=NC=C1 (2-(4-fluorophenyl)-3-(4-pyridyl)-pyrazolo[1,5-α]pyridine), C(CCC)[Li] (n-butyllithium), hexanes, BrN1C(CCC1=O)=O (N-bromosuccinimide). Run in O1CCCC1 (tetrahydrofuran), CCOCC (ether). Conditions: temperature -78 celsius, time 30 minute. The product is BrC1=CC=CC=2N1N=C(C2C2=CC=NC=C2)C2=CC=C(C=C2)F (7-bromo-2-(4-fluorophenyl)-3-pyridin-4-ylpyrazolo[1,5-α]pyridine). RXN SMILES: [F:1][C:2]1[CH:7]=[CH:6][C:5]([C:8]2[C:16]([C:17]3[CH:22]=[CH:21][N:20]=[CH:19][CH:18]=3)=[C:11]3[CH:12]=[CH:13][CH:14]=[CH:15][N:10]3[N:9]=2)=[CH:4][CH:3]=1.C([Li])CCC.[Br:28]N1C(=O)CCC1=O>O1CCCC1.CCOCC>[Br:28][C:15]1[N:10]2[N:9]=[C:8]([C:5]3[CH:6]=[CH:7][C:2]([F:1])=[CH:3][CH:4]=3)[C:16]([C:17]3[CH:18]=[CH:19][N:20]=[CH:21][CH:22]=3)=[C:11]2[CH:12]=[CH:13][CH:14]=1. Procedure details: To a stirred solution of of 2-(4-fluorophenyl)-3-(4-pyridyl)-pyrazolo[1,5-α]pyridine (100 mg, 0.346 mmol) in 4 ml of tetrahydrofuran at −78° C. under N2 was added 2.5 M n-butyllithium in hexanes (2 eq.). The mixture was stirred at −78° C. for 30 min and N-bromosuccinimide (2.2 eq.) was then added. The mixture was allowed to warm to room temperature after 30 min and was stirred at room temperature for 1 hr. The mixture was diluted with ether and washed with 1N hydrochloric acid solution. The aque...